The task is: describe an organic reaction: reactants, conditions, products, and yield. This data is from the Open Reaction Database (ORD), a public repository of structured organic reaction records. The reactants are C1CCNCC1, CCOC(C)=O, CN(C)C=O, CCCCCc1ccc(CN(C(=O)C=Cc2ccc(C(F)(F)F)cc2)C(Cc2ccccc2)C(=O)N2CCN(C(=O)OCC3c4ccccc4-c4ccccc43)CC2)cc1. Yields the product CCCCCc1ccc(CN(C(=O)C=Cc2ccc(C(F)(F)F)cc2)C(Cc2ccccc2)C(=O)N2CCNCC2)cc1. Reaction SMILES: [CH2:61]1[CH2:62][CH2:63][NH:64][CH2:65][CH2:66]1.[CH3:67][CH2:68][O:69][C:70]([CH3:71])=[O:72].[O:73]=[CH:74][N:75]([CH3:76])[CH3:77].[cH:1]1[c:2]2[c:14]([cH:15][cH:16][cH:17]1)-[c:9]1[c:8]([cH:13][cH:12][cH:11][cH:10]1)[CH:3]2[CH2:4][O:5][C:6](=[O:7])[N:18]1[CH2:19][CH2:20][N:21]([C:24]([CH:25]([CH2:26][c:27]2[cH:28][cH:29][cH:30][cH:31][cH:32]2)[N:33]([C:34]([CH:35]=[CH:36][c:37]2[cH:38][cH:39][c:40]([C:43]([F:44])([F:45])[F:46])[cH:41][cH:42]2)=[O:47])[CH2:48][c:49]2[cH:50][cH:51][c:52]([CH2:55][CH2:56][CH2:57][CH2:58][CH3:59])[cH:53][cH:54]2)=[O:60])[CH2:22][CH2:23]1>>[NH:18]1[CH2:19][CH2:20][N:21]([C:24]([CH:25]([CH2:26][c:27]2[cH:28][cH:29][cH:30][cH:31][cH:32]2)[N:33]([C:34]([CH:35]=[CH:36][c:37]2[cH:38][cH:39][c:40]([C:43]([F:44])([F:45])[F:46])[cH:41][cH:42]2)=[O:47])[CH2:48][c:49]2[cH:50][cH:51][c:52]([CH2:55][CH2:56][CH2:57][CH2:58][CH3:59])[cH:53][cH:54]2)=[O:60])[CH2:22][CH2:23]1. Reactants: OC=1C=C(C=C(C1O)[N+](=O)[O-])CCCCC(=O)O (5-(3,4-Dihydroxy-5-nitrophenyl)pentanoic acid). Run in S(=O)(Cl)Cl (thionyl chloride). Run at temperature 20 celsius, time 1 hour. Yields the product C(C)(C)NC(CCCCC1=CC(=C(C(=C1)[N+](=O)[O-])O)O)=O (N-Isopropyl-5-(3,4-dihydroxy-5-nitrophenyl)pentanoic amide). Reaction SMILES: [OH:1][C:2]1[CH:3]=[C:4]([CH2:12][CH2:13][CH2:14][CH2:15][C:16]([OH:18])=O)[CH:5]=[C:6]([N+:9]([O-:11])=[O:10])[C:7]=1[OH:8]>S(Cl)(Cl)=O>[CH:6]([NH:9][C:16](=[O:18])[CH2:15][CH2:14][CH2:13][CH2:12][C:4]1[CH:5]=[C:6]([N+:9]([O-:11])=[O:10])[C:7]([OH:8])=[C:2]([OH:1])[CH:3]=1)([CH3:7])[CH3:5]. Procedure: A solution containing 0.5 g of the product obtained in Example 24 in 2.5 ml of thionyl chloride was refluxed for 10 min. The excess of thionyl chloride was evaporated in vacuo and the residue dissolved in 25 ml of dichloromethane. To this solution 0.47 g of isopropylamine was added and the mixture was stirred for 1 h at 20° C. Dichloromethane phase was washed with 1 N hydrochloric acid and evaporated in vacuo. The residue was crystallized from toluene. Yield 0.44 g (75%), m.p. 113°-115° C. Starting materials: CO, COC(=O)c1cn(C(C)C)cn1, Cl, [Li+], C1CCOC1, [OH-], O, O. Product: CC(C)n1cnc(C(=O)O)c1. Reaction SMILES: [CH3:18][OH:19].[CH3:4][O:5][C:6](=[O:7])[c:8]1[n:9][cH:10][n:11]([CH:13]([CH3:14])[CH3:15])[cH:12]1.[ClH:16].[Li+:3].[O:20]1[CH2:21][CH2:22][CH2:23][CH2:24]1.[OH-:2].[OH2:17].[OH2:1]>>[O:5]=[C:6]([OH:7])[c:8]1[n:9][cH:10][n:11]([CH:13]([CH3:14])[CH3:15])[cH:12]1. The reactants are ice water, NC=1C=CC(=NC1N)N1C[C@@H](CCC1)C(=O)OCC ((R)-ethyl 1-(5,6-diaminopyridin-2-yl)piperidine-3-carboxylate), C1(CC1)C1=CC=CC(=N1)C=O (6-cyclopropylpicolinaldehyde), [S] (sulfur), C(C)(=O)O (acetic acid). Run in C(C)O (ethanol). Run at temperature 80 celsius, time 18 hour. Yields the product C1(CC1)C1=CC=CC(=N1)C1=NC=2C(=NC(=CC2)N2C[C@@H](CCC2)C(=O)OCC)N1 ((R)-ethyl 1-(2-(6-cyclopropylpyridin-2-yl)-3H-imidazo[4,5-b]pyridin-5-yl)piperidine-3-carboxylate). Yield: 67.0%. RXN SMILES: [NH2:1][C:2]1[CH:3]=[CH:4][C:5]([N:9]2[CH2:14][CH2:13][CH2:12][C@@H:11]([C:15]([O:17][CH2:18][CH3:19])=[O:16])[CH2:10]2)=[N:6][C:7]=1[NH2:8].[CH:20]1([C:23]2[N:28]=[C:27]([CH:29]=O)[CH:26]=[CH:25][CH:24]=2)[CH2:22][CH2:21]1.[S].C(O)(=O)C>C(O)C>[CH:20]1([C:23]2[N:28]=[C:27]([C:29]3[NH:8][C:7]4=[N:6][C:5]([N:9]5[CH2:14][CH2:13][CH2:12][C@@H:11]([C:15]([O:17][CH2:18][CH3:19])=[O:16])[CH2:10]5)=[CH:4][CH:3]=[C:2]4[N:1]=3)[CH:26]=[CH:25][CH:24]=2)[CH2:22][CH2:21]1 |^3:30|. Procedure: To a solution of (R)-ethyl 1-(5,6-diaminopyridin-2-yl)piperidine-3-carboxylate (250 mg, 0.686 mmol) in ethanol (15 mL) was added 6-cyclopropylpicolinaldehyde (55 mg, 0.823 mmol), sulfur (43 mg, 1.372 mmol) and acetic acid (1.5 mL) at room temperature. The reaction mixture was stirred at 80° C. for 18 h. The reaction mixture was poured into ice water and extracted with ethyl acetate. The organics were concentrated under reduced pressure and the crude material was purified via preparative TLC (80%... Starting materials: C(CC)N1C(=O)N(C=2N=C(NC2C1=O)C1=CC(=NO1)OCC(=O)O)CCC (2-[5-(1,3-dipropyl-xanthin-8-yl)-isoxazol-3-yl)oxyacetic acid), C1OC=2C=C(N)C=CC2O1 (3,4-methylenedioxyaniline), CCN=C=NCCCN(C)C.Cl (EDCl), C=1C=CC2=C(C1)N=NN2O (HOBt). The solvent is CN(C=O)C (dimethylformamide). The product is CCCN1C2=N/C(=C\3/C=C(NO3)OCC(=O)NC4=CC5=C(C=C4)OCO5)/N=C2C(=O)N(C1=O)CCC (AS74). As a reaction SMILES: [CH2:1]([N:4]1[C:13](=[O:14])[C:12]2[NH:11][C:10]([C:15]3[O:19][N:18]=[C:17]([O:20][CH2:21][C:22](O)=[O:23])[CH:16]=3)=[N:9][C:8]=2[N:7]([CH2:25][CH2:26][CH3:27])[C:5]1=[O:6])[CH2:2][CH3:3].[CH2:28]1[O:37][C:36]2[CH:35]=[CH:34][C:32]([NH2:33])=[CH:31][C:30]=2[O:29]1.CCN=C=NCCCN(C)C.Cl.C1C=CC2N(O)N=NC=2C=1>CN(C)C=O>[CH3:27][CH2:26][CH2:25][N:7]1[C:5](=[O:6])[N:4]([CH2:1][CH2:2][CH3:3])[C:13](=[O:14])[C:12]2[C:8]1=[N:9]/[C:10](/[N:11]=2)=[C:15]1/[CH:16]=[C:17]([O:20][CH2:21][C:22]([NH:33][C:32]2[CH:34]=[CH:35][C:36]3[O:37][CH2:28][O:29][C:30]=3[CH:31]=2)=[O:23])[NH:18][O:19]/1 |f:2.3|. Procedure details: Condensation of 2-[5-(1,3-dipropyl-xanthin-8-yl)-isoxazol-3-yl)oxyacetic acid (0.5 mmol) and 3,4-methylenedioxyaniline (1.3 mmol) in the presence of EDCl (1.12 mmol) and HOBt (1.14 mmol) in anhydrous dimethylformamide afforded the desired product.